The task is: describe an organic reaction: reactants, conditions, products, and yield. This data is from the Open Reaction Database (ORD), a public repository of structured organic reaction records. Reactants: CS(=O)(=O)OC1C(N(C1)C(C1=CC=CC=C1)C1=CC=CC=C1)C (1-Benzhydryl-2-methylazetidin-3-yl methanesulfonate), FC1=CC=C(OC2=C3CC[C@@H](N(C3=CC=C2C=2C=NNC2)C(=O)OC)C)C=C1 ((S)-methyl 5-(4-fluorophenoxy)-2-methyl-6-(1H-pyrazol-4-yl)-3,4-dihydroquinoline-1(2H)-carboxylate), CN(C=O)C (N,N-dimethylformamide), [H-].[Na+] (Sodium hydride). The solvent is O (water). Run at temperature 0 celsius, time 30 minute. The product is C(C1=CC=CC=C1)(C1=CC=CC=C1)N1C(C(C1)N1N=CC(=C1)C=1C(=C2CC[C@@H](N(C2=CC1)C(=O)OC)C)OC1=CC=C(C=C1)F)C ((2S)-methyl 6-(1-(1-benzhydryl-2-methylazetidin-3-yl)-1H-pyrazol-4-yl)-5-(4-fluorophenoxy)-2-methyl-3,4-dihydroquinoline-1(2H)-carboxylate). The yield is 20.5%. As a reaction SMILES: [F:1][C:2]1[CH:28]=[CH:27][C:5]([O:6][C:7]2[C:16]([C:17]3[CH:18]=[N:19][NH:20][CH:21]=3)=[CH:15][CH:14]=[C:13]3[C:8]=2[CH2:9][CH2:10][C@H:11]([CH3:26])[N:12]3[C:22]([O:24][CH3:25])=[O:23])=[CH:4][CH:3]=1.CN(C)C=O.[H-].[Na+].CS(O[CH:41]1[CH2:44][N:43]([CH:45]([C:52]2[CH:57]=[CH:56][CH:55]=[CH:54][CH:53]=2)[C:46]2[CH:51]=[CH:50][CH:49]=[CH:48][CH:47]=2)[CH:42]1[CH3:58])(=O)=O>O>[CH:45]([N:43]1[CH2:44][CH:41]([N:20]2[CH:21]=[C:17]([C:16]3[C:7]([O:6][C:5]4[CH:4]=[CH:3][C:2]([F:1])=[CH:28][CH:27]=4)=[C:8]4[C:13](=[CH:14][CH:15]=3)[N:12]([C:22]([O:24][CH3:25])=[O:23])[C@@H:11]([CH3:26])[CH2:10][CH2:9]4)[CH:18]=[N:19]2)[CH:42]1[CH3:58])([C:52]1[CH:53]=[CH:54][CH:55]=[CH:56][CH:57]=1)[C:46]1[CH:51]=[CH:50][CH:49]=[CH:48][CH:47]=1 |f:2.3|. Reported procedure: A 100-mL round-bottom flask was charged with (S)-methyl 5-(4-fluorophenoxy)-2-methyl-6-(1H-pyrazol-4-yl)-3,4-dihydroquinoline-1(2H)-carboxylate (0.300 g, 0.79 mmol) and N,N-dimethylformamide (10 mL), and the solution was cooled to 0° C. Sodium hydride (60% dispersion in mineral oil, 0.047 g, 1.17 mmol) was added, and the resulting mixture stirred for 30 min at room temperature. 1-Benzhydryl-2-methylazetidin-3-yl methanesulfonate (0.286 g, 0.86 mmol) was added, and the resulting mixture stirred o... Reactants: C1CCOC1, C[N+](C)(C)Cc1ccccc1, CSCS(C)=O, O=Cc1ccc(Oc2ccc(C(=O)NCCc3ccc(Cl)cc3)cc2)c(Br)c1, [OH-]. The product is CSC(=Cc1ccc(Oc2ccc(C(=O)NCCc3ccc(Cl)cc3)cc2)c(Br)c1)S(C)=O. RXN SMILES: [CH2:47]1[O:48][CH2:49][CH2:50][CH2:51]1.[CH3:30][N+:31]([CH3:32])([CH3:33])[CH2:34][c:35]1[cH:36][cH:37][cH:38][cH:39][cH:40]1.[CH3:41][S:42](=[O:43])[CH2:44][S:45][CH3:46].[Cl:1][c:2]1[cH:3][cH:4][c:5]([CH2:6][CH2:7][NH:8][C:9]([c:10]2[cH:11][cH:12][c:13]([O:16][c:17]3[c:18]([Br:25])[cH:19][c:20]([CH:23]=[O:24])[cH:21][cH:22]3)[cH:14][cH:15]2)=[O:26])[cH:27][cH:28]1.[OH-:29]>>[Cl:1][c:2]1[cH:3][cH:4][c:5]([CH2:6][CH2:7][NH:8][C:9]([c:10]2[cH:11][cH:12][c:13]([O:16][c:17]3[c:18]([Br:25])[cH:19][c:20]([CH:23]=[C:44]([S:42]([CH3:41])=[O:43])[S:45][CH3:46])[cH:21][cH:22]3)[cH:14][cH:15]2)=[O:26])[cH:27][cH:28]1.